Dataset: the Open Reaction Database (ORD), a public repository of structured organic reaction records. Task: describe an organic reaction: reactants, conditions, products, and yield Starting materials: CCCCCCN(Cc1ccc(F)c(C(=O)OC)c1)C(=O)c1ccc(C#Cc2ccc(CCCC)cc2)cc1, C1CCOC1, Cl, [H-], [Li+], [OH-], O. Yields the product CCCCCCN(Cc1ccc(F)c(C(=O)O)c1)C(=O)c1ccc(C#Cc2ccc(CCCC)cc2)cc1. RXN SMILES: [CH2:1]([CH2:2][CH2:3][CH3:4])[c:5]1[cH:6][cH:7][c:8]([C:11]#[C:12][c:13]2[cH:14][cH:15][c:16]([C:17](=[O:18])[N:19]([CH2:20][CH2:21][CH2:22][CH2:23][CH2:24][CH3:25])[CH2:26][c:27]3[cH:28][cH:29][c:30]([F:37])[c:31]([C:32](=[O:33])[O:34][CH3:35])[cH:36]3)[cH:38][cH:39]2)[cH:9][cH:10]1.[CH2:45]1[O:46][CH2:47][CH2:48][CH2:49]1.[ClH:44].[H-:40].[Li+:42].[OH-:41].[OH2:43]>>[CH2:1]([CH2:2][CH2:3][CH3:4])[c:5]1[cH:6][cH:7][c:8]([C:11]#[C:12][c:13]2[cH:14][cH:15][c:16]([C:17](=[O:18])[N:19]([CH2:20][CH2:21][CH2:22][CH2:23][CH2:24][CH3:25])[CH2:26][c:27]3[cH:28][cH:29][c:30]([F:37])[c:31]([C:32](=[O:33])[OH:34])[cH:36]3)[cH:38][cH:39]2)[cH:9][cH:10]1. Reactants: C(C)(=S)[O-].[K+] (Potassium thioacetate), ClCC([C@H]1CC[C@H]2[C@@H]3CC[C@H]4C[C@@H]([C@H](C[C@]4(C)[C@H]3C(C[C@]12C)=O)N1CC(OCC1)(C)C)O)=O ((2β,3α,5α)-21-chloro-3-hydroxy-2-(2,2-dimethyl-4-morpholinyl)pregnane-11,20-dione), O (water). Run in C(C)O (ethanol). Product: C(C)(=O)SCC([C@H]1CC[C@H]2[C@@H]3CC[C@H]4C[C@@H]([C@H](C[C@]4(C)[C@H]3C(C[C@]12C)=O)N1CC(OCC1)(C)C)O)=O ((2β,3α,5α)-21-(acetylthio)-3-hydroxy-2-(2,2-dimethyl-4-morpholinyl)pregnane-11,20-dione). Yield: 60.7%. As a reaction SMILES: [C:1]([O-:4])(=[S:3])[CH3:2].[K+].Cl[CH2:7][C:8](=[O:38])[C@@H:9]1[C@:26]2([CH3:27])[C@H:12]([C@H:13]3[C@H:23]([C:24](=[O:28])[CH2:25]2)[C@:21]2([CH3:22])[C@H:16]([CH2:17][C@H:18]([OH:37])[C@@H:19]([N:29]4[CH2:34][CH2:33][O:32][C:31]([CH3:36])([CH3:35])[CH2:30]4)[CH2:20]2)[CH2:15][CH2:14]3)[CH2:11][CH2:10]1.O>C(O)C>[C:1]([S:3][CH2:7][C:8](=[O:38])[C@@H:9]1[C@:26]2([CH3:27])[C@H:12]([C@H:13]3[C@H:23]([C:24](=[O:28])[CH2:25]2)[C@:21]2([CH3:22])[C@H:16]([CH2:17][C@H:18]([OH:37])[C@@H:19]([N:29]4[CH2:34][CH2:33][O:32][C:31]([CH3:36])([CH3:35])[CH2:30]4)[CH2:20]2)[CH2:15][CH2:14]3)[CH2:11][CH2:10]1)(=[O:4])[CH3:2] |f:0.1|. Reported procedure: Potassium thioacetate (1.32 g) was added to a solution of the 21-chloro-compound of Example 2 (2.22 g) in ethanol (11.1 ml). The mixture was heated under reflux in an atmosphere of nitrogen for 40 min and then poured into water (100 ml). The precipitated solid was filtered off, washed with water and dissolved in dichloromethane. After drying the solution over sodium sulfate the solvent was removed under reduced pressure and the residue was chromatographed on silica gel. The purified product was ... The reactants are OC1=CC=C(C=C1)S (4-hydroxybenzenethiol), [OH-].[Na+] (sodium hydroxide), ClCCCN1CCOCC1 (4-(3-chloropropyl)morpholine). Solvent: O (water), O (water). Product: OC1=CC=C(C=C1)SCCCN1CCOCC1 (4-(3-(4-hydroxyphenylthio)propyl)morpholine). RXN SMILES: [OH:1][C:2]1[CH:7]=[CH:6][C:5]([SH:8])=[CH:4][CH:3]=1.[OH-].[Na+].Cl[CH2:12][CH2:13][CH2:14][N:15]1[CH2:20][CH2:19][O:18][CH2:17][CH2:16]1>O>[OH:1][C:2]1[CH:7]=[CH:6][C:5]([S:8][CH2:12][CH2:13][CH2:14][N:15]2[CH2:20][CH2:19][O:18][CH2:17][CH2:16]2)=[CH:4][CH:3]=1 |f:1.2|. Procedure: A mixture was prepared containing 55.5 grams (0.440 mole) of 4-hydroxybenzenethiol, 88.0 grams (0.440 mole) of 20% sodium hydroxide, and 160 ml of water. To this 72.0 grams of 4-(3-chloropropyl)morpholine was added. The reaction mass was heated to reflux with stirring and immediately cooled and diluted with water. The product separated out as an oil, but crystallized upon standing. Recrystallization from methylcyclohexane and ethanol gave white crystals of 4-(3-(4-hydroxyphenylthio)propyl)morpho... The reactants are FC1=CC=C(C=C1)NC1=NN2C(S1)=NC=C2I ((4-Fluoro-phenyl)-(5-iodo-imidazo[2,1-b][1,3,4]thiadiazol-2-yl)-amine), C(C)(=O)NC1=CC=C(C=C1)B(O)O (4-acetamidophenylboronic acid), C([O-])([O-])=O.[Cs+].[Cs+] (cesium carbonate), O (water). The reagents and catalysts are Cl[Pd]([P](C1=CC=CC=C1)(C2=CC=CC=C2)C3=CC=CC=C3)([P](C4=CC=CC=C4)(C5=CC=CC=C5)C6=CC=CC=C6)Cl (dichlorobis(triphenylphosphine)-palladium(II)). The solvent is O1CCOCC1 (1,4-dioxane), C(C)OCC (diethylether). Conditions: temperature 140 celsius. Yields the product FC1=CC=C(C=C1)NC1=NN2C(S1)=NC=C2C2=CC=C(C=C2)NC(C)=O (N-{4-[2-(4-fluoro-phenylamino)-imidazo[2,1-b][1,3,4]thiadiazol-5-yl]-phenyl}-acetamide). Yield: 15.1%. Reaction SMILES: [F:1][C:2]1[CH:7]=[CH:6][C:5]([NH:8][C:9]2[S:13][C:12]3=[N:14][CH:15]=[C:16](I)[N:11]3[N:10]=2)=[CH:4][CH:3]=1.[C:18]([NH:21][C:22]1[CH:27]=[CH:26][C:25](B(O)O)=[CH:24][CH:23]=1)(=[O:20])[CH3:19].C(=O)([O-])[O-].[Cs+].[Cs+].O>O1CCOCC1.Cl[Pd](Cl)([P](C1C=CC=CC=1)(C1C=CC=CC=1)C1C=CC=CC=1)[P](C1C=CC=CC=1)(C1C=CC=CC=1)C1C=CC=CC=1.C(OCC)C>[F:1][C:2]1[CH:7]=[CH:6][C:5]([NH:8][C:9]2[S:13][C:12]3=[N:14][CH:15]=[C:16]([C:25]4[CH:26]=[CH:27][C:22]([NH:21][C:18](=[O:20])[CH3:19])=[CH:23][CH:24]=4)[N:11]3[N:10]=2)=[CH:4][CH:3]=1 |f:2.3.4,^1:46,65|. Procedure: (4-Fluoro-phenyl)-(5-iodo-imidazo[2,1-b][1,3,4]thiadiazol-2-yl)-amine (0.065 g, 0.18 mmol) was suspended in 1,4-dioxane (1 mL) at room temperature, and Argon was bubbled into the mixture while dichlorobis(triphenylphosphine)-palladium(II) (13 mg, 0.018 mmol), 4-acetamidophenylboronic acid (37 mg, 0.21 mmol), cesium carbonate (118 mg, 0.36 mmol) and water (1 mL) were added. The mixture was deoxygenated for 10 minutes and heated under microwave irradiation at 140° C. for 30 minutes. On cooling, th... Starting materials: C1(CCCCCC1)C1=C(C(=NC=2N1C=CN2)O)C2=C(C=C(C=C2F)F)F (5-cycloheptyl-6-(2,4,6-trifluorophenyl)imidazo[1,2-a]pyrimidin-7-ol), P(=O)(Cl)(Cl)Cl (phosphorous oxychloride). Procedure details: A mixture of the above 5-cycloheptyl-6-(2,4,6-trifluorophenyl)imidazo[1,2-a]pyrimidin-7-ol (294 mg) in 2 mL of phosphorous oxychloride is heated at reflux for 6 h. The excess phosphorous oxychloride is removed in vaccuo, and the resulting residue is dissolved in methylene chloride. The organic layer is washed with water, dried over magnesium sulfate, and concentrated. The residue is chromatographed over silica gel, eluting with a gradient of 10% ethyl acetate in hexanes to 33% ethyl acetate in h... The product is ClC1=NC=2N(C(=C1C1=C(C=C(C=C1F)F)F)C1CCCCCC1)C=CN2 (7-chloro-5-cycloheptyl-6-(2,4,6-trifluorophenyl)imidazo[1,2-a]pyrimidine). RXN SMILES: [CH:1]1([C:8]2[N:13]3[CH:14]=[CH:15][N:16]=[C:12]3[N:11]=[C:10](O)[C:9]=2[C:18]2[C:23]([F:24])=[CH:22][C:21]([F:25])=[CH:20][C:19]=2[F:26])[CH2:7][CH2:6][CH2:5][CH2:4][CH2:3][CH2:2]1.P(Cl)(Cl)([Cl:29])=O>>[Cl:29][C:10]1[C:9]([C:18]2[C:19]([F:26])=[CH:20][C:21]([F:25])=[CH:22][C:23]=2[F:24])=[C:8]([CH:1]2[CH2:2][CH2:3][CH2:4][CH2:5][CH2:6][CH2:7]2)[N:13]2[CH:14]=[CH:15][N:16]=[C:12]2[N:11]=1.